This data is from the Open Reaction Database (ORD), a public repository of structured organic reaction records. The task is: describe an organic reaction: reactants, conditions, products, and yield Reactants: CCCCCCCCCCCC(=O)Cl, CSc1ccc2c(c1)C(N1CCN(CCCO)CC1)Cc1ccccc1S2, ClC(Cl)Cl, c1ccccc1. Product: CCCCCCCCCCCC(=O)OCCCN1CCN(C2Cc3ccccc3Sc3ccc(SC)cc32)CC1. As a reaction SMILES: [C:28]([CH2:29][CH2:30][CH2:31][CH2:32][CH2:33][CH2:34][CH2:35][CH2:36][CH2:37][CH2:38][CH3:39])(=[O:40])[Cl:41].[CH3:1][S:2][c:3]1[cH:4][cH:5][c:6]2[c:7]([cH:27]1)[CH:8]([N:17]1[CH2:18][CH2:19][N:20]([CH2:23][CH2:24][CH2:25][OH:26])[CH2:21][CH2:22]1)[CH2:9][c:10]1[c:11]([cH:13][cH:14][cH:15][cH:16]1)[S:12]2.[CH:48]([Cl:49])([Cl:50])[Cl:51].[cH:42]1[cH:43][cH:44][cH:45][cH:46][cH:47]1>>[CH3:1][S:2][c:3]1[cH:4][cH:5][c:6]2[c:7]([cH:27]1)[CH:8]([N:17]1[CH2:18][CH2:19][N:20]([CH2:23][CH2:24][CH2:25][O:26][C:28]([CH2:29][CH2:30][CH2:31][CH2:32][CH2:33][CH2:34][CH2:35][CH2:36][CH2:37][CH2:38][CH3:39])=[O:40])[CH2:21][CH2:22]1)[CH2:9][c:10]1[c:11]([cH:13][cH:14][cH:15][cH:16]1)[S:12]2. The reactants are COc1ccc(N2CCOCC2)c2sc(NC(=O)c3ccnc(Br)c3)nc12, O=C([O-])[O-], [Cs+], [Cs+], NCCc1ccccc1. The product is COc1ccc(N2CCOCC2)c2sc(NC(=O)c3ccnc(NCCc4ccccc4)c3)nc12. Reaction SMILES: [Br:1][c:2]1[cH:3][c:4]([C:5](=[O:6])[NH:7][c:8]2[s:9][c:10]3[c:11]([n:12]2)[c:13]([O:23][CH3:24])[cH:14][cH:15][c:16]3[N:17]2[CH2:18][CH2:19][O:20][CH2:21][CH2:22]2)[cH:25][cH:26][n:27]1.[C:28](=[O:29])([O-:30])[O-:31].[Cs+:32].[Cs+:33].[c:34]1([CH2:40][CH2:41][NH2:42])[cH:35][cH:36][cH:37][cH:38][cH:39]1>>[c:2]1([NH:42][CH2:41][CH2:40][c:34]2[cH:35][cH:36][cH:37][cH:38][cH:39]2)[cH:3][c:4]([C:5](=[O:6])[NH:7][c:8]2[s:9][c:10]3[c:11]([n:12]2)[c:13]([O:23][CH3:24])[cH:14][cH:15][c:16]3[N:17]2[CH2:18][CH2:19][O:20][CH2:21][CH2:22]2)[cH:25][cH:26][n:27]1.